This data is from the Open Reaction Database (ORD), a public repository of structured organic reaction records. The task is: describe an organic reaction: reactants, conditions, products, and yield Product: CCOc1ccc(C(=O)c2cn(Cc3cccc(Br)n3)c3ccccc3c2=O)cc1C. RXN SMILES: [CH2:26]([CH3:27])[O:28][c:29]1[c:30]([CH3:36])[cH:31][c:32]([I:35])[cH:33][cH:34]1.[CH2:42]1[O:43][CH2:44][CH2:45][CH2:46]1.[CH3:1][O:2][N:3]([C:4](=[O:5])[c:6]1[cH:7][n:8]([CH2:17][c:18]2[n:19][c:20]([Br:24])[cH:21][cH:22][cH:23]2)[c:9]2[cH:10][cH:11][cH:12][cH:13][c:14]2[c:15]1=[O:16])[CH3:25].[CH:38]([Mg+:39])([CH3:40])[CH3:41].[Cl-:37]>>[C:4](=[O:5])([c:6]1[cH:7][n:8]([CH2:17][c:18]2[n:19][c:20]([Br:24])[cH:21][cH:22][cH:23]2)[c:9]2[cH:10][cH:11][cH:12][cH:13][c:14]2[c:15]1=[O:16])[c:32]1[cH:31][c:30]([CH3:36])[c:29]([O:28][CH2:26][CH3:27])[cH:34][cH:33]1. Starting materials: CCOc1ccc(I)cc1C, C1CCOC1, CON(C)C(=O)c1cn(Cc2cccc(Br)n2)c2ccccc2c1=O, CC(C)[Mg+], [Cl-]. Reactants: C(O)CN (ethanolamine), C1(CCCCC1)[NH2+]C1CCCCC1.C(=O)(OCC1=CC=CC=C1)N[C@@H](C(C)(C)C)C(=O)[O-] (Cbz-tert-leucine dicyclohexylammonium salt), CCN(C(C)C)C(C)C (DIEA), ClC(=O)OCC(C)C (isobutyl chloroformate). The solvent is C(Cl)Cl (DCM). Reaction conditions: temperature 0 celsius, time 1 hour. Yields the product N[C@H](C(=O)NCCO)C(C)(C)C ((S)-2-amino-N-(2-hydroxyethyl)-3,3-dimethylbutanamide). As a reaction SMILES: C1([NH2+]C2CCCCC2)CCCCC1.C([NH:24][C@H:25]([C:30]([O-:32])=O)[C:26]([CH3:29])([CH3:28])[CH3:27])(OCC1C=CC=CC=1)=O.CCN(C(C)C)C(C)C.ClC(OCC(C)C)=O.[CH2:50]([CH2:52][NH2:53])[OH:51]>C(Cl)Cl>[NH2:24][C@@H:25]([C:26]([CH3:27])([CH3:28])[CH3:29])[C:30]([NH:53][CH2:52][CH2:50][OH:51])=[O:32] |f:0.1|. Procedure: To a solution of Cbz-tert-leucine dicyclohexylammonium salt (1.34 g, 3.0 mmol) and DIEA (0.7 ml) in DCM (25 mL) cooled in an ice-water bath was added isobutyl chloroformate (0.47 mL, 3.6 mmol). After stirring at 0° C. for 1 h, ethanolamine was added (0.52 mL, 9.0 mmol) and stirred overnight. The reaction was quenched with saturated aqueous sodium bicarbonate. The organic phase was separated and dried over sodium sulfate. After evaporation under reduced pressure, the residue was dissolved in MeOH... Reactants: C(C)(C)(C)OC(C(C)(C)SC1=CC=2CCC(CC2C=C1)N(C(=O)NC1=CC=C(C=C1)OC(F)(F)F)CC)=O (2-{6-[1-ethyl-3-(4-trifluoromethoxyphenyl)ureido]-5,6,7,8-tetrahydronaphthalen-2-ylsulfanyl}-2-methylpropionic acid tert butyl ester), C(=O)(C(F)(F)F)O (TFA). Run in C(Cl)Cl (CH2Cl2). Conditions: time 1.5 hour. Product: C(C)N(C(=O)NC1=CC=C(C=C1)OC(F)(F)F)C1CC=2C=CC(=CC2CC1)SC(C(=O)O)(C)C (2-{6-[1-ethyl-3-(4-trifluoromethoxyphenyl)ureido]-5,6,7,8-tetrahydronaphthalen-2-ylsulfanyl}-2-methylpropionic acid). Isolated yield 43.2%. As a reaction SMILES: C([O:5][C:6](=[O:38])[C:7]([S:10][C:11]1[CH:20]=[CH:19][C:18]2[CH2:17][CH:16]([N:21]([CH2:36][CH3:37])[C:22]([NH:24][C:25]3[CH:30]=[CH:29][C:28]([O:31][C:32]([F:35])([F:34])[F:33])=[CH:27][CH:26]=3)=[O:23])[CH2:15][CH2:14][C:13]=2[CH:12]=1)([CH3:9])[CH3:8])(C)(C)C.C(O)(C(F)(F)F)=O>C(Cl)Cl>[CH2:36]([N:21]([CH:16]1[CH2:15][CH2:14][C:13]2[CH:12]=[C:11]([S:10][C:7]([CH3:8])([CH3:9])[C:6]([OH:38])=[O:5])[CH:20]=[CH:19][C:18]=2[CH2:17]1)[C:22]([NH:24][C:25]1[CH:26]=[CH:27][C:28]([O:31][C:32]([F:35])([F:33])[F:34])=[CH:29][CH:30]=1)=[O:23])[CH3:37]. Procedure: To 2-{6-[1-ethyl-3-(4-trifluoromethoxyphenyl)ureido]-5,6,7,8-tetrahydronaphthalen-2-ylsulfanyl}-2-methylpropionic acid tert butyl ester (1.66 g; 3.0 mmol) dissolved in CH2Cl2 (15 mL) is added TFA (15 mL) and the reaction was stirred at RT for 1.5 h. The solvent was removed under reduced pressure and the residue was purified by flash chromatography (SiO2) eluting with a hexanes-EtOAc gradient to afford 0.643 g (43%) of 2-{6-[1-ethyl-3-(4-trifluoromethoxyphenyl)ureido]-5,6,7,8-tetrahydronaphthalen... Reactants: C(C)(C)NC(C)C (diisopropylamine), [Li]CCCC (n-BuLi), CCCCCC (hexane), BrC=1C=CC(=NC1)F (5-bromo-2-fluoropyridine), C(=O)OCC (ethyl formate). Solvent: C1CCOC1 (THF), C1CCOC1 (THF). Reaction conditions: temperature -65 celsius, time 90 minute. Yields the product BrC=1C=NC(=C(C=O)C1)F (5-bromo-2-fluoronicotinaldehyde). As a reaction SMILES: C(NC(C)C)(C)C.[Li]CCCC.CCCCCC.[Br:19][C:20]1[CH:21]=[CH:22][C:23]([F:26])=[N:24][CH:25]=1.[CH:27](OCC)=[O:28]>C1COCC1>[Br:19][C:20]1[CH:25]=[N:24][C:23]([F:26])=[C:22]([CH:21]=1)[CH:27]=[O:28]. Procedure: To a solution of diisopropylamine (17 mL, 0.17 mol) in dry THF (200 mL) was added 2.5 M n-BuLi in hexane (68 mL, 0.17 mol) dropwise at 0° C. under N2 atmosphere. After the addition, the resulting mixture was cooled to −65° C. A solution of 5-bromo-2-fluoropyridine (25 g, 0.14 mol) in dry THF (100 mL) was then added dropwise. The resulting mixture was stirred at −65° C. for 90 minutes. Then ethyl formate (15.6 g, 0.21 mol) was added dropwise to the mixture. After stirred for 10 minutes, the react... The reactants are C(C1=CC=CC=C1)(=O)N1C2=CC[C@H]3[C@@H]4CC[C@@H]([C@@]4(C)CC[C@@H]3[C@]2(CCC1=O)C)O[Si](C)(C)C(C)(C)C (4-N-benzoyl-17β-t-butyl-dimethylsilyloxy-4-azaandrost-5-en-3-one), C(C[*:2])[*:1] (polyethylene), F (hydrofluoric acid), C([O-])(O)=O.[Na+] (sodium bicarbonate). Run in C1CCOC1 (THF). The product is C(C1=CC=CC=C1)(=O)N1C2=CC[C@H]3[C@@H]4CC[C@@H]([C@@]4(C)CC[C@@H]3[C@]2(CCC1=O)C)O (4-N-benzoyl-17β-hydroxy-4-aza-androst-5-en-3one). RXN SMILES: [C:1]([N:9]1[C:26](=[O:27])[CH2:25][CH2:24][C@@:23]2([CH3:28])[C:10]1=[CH:11][CH2:12][C@@H:13]1[C@@H:22]2[CH2:21][CH2:20][C@@:18]2([CH3:19])[C@H:14]1[CH2:15][CH2:16][C@@H:17]2[O:29][Si](C(C)(C)C)(C)C)(=[O:8])[C:2]1[CH:7]=[CH:6][CH:5]=[CH:4][CH:3]=1.F.C(=O)(O)[O-].[Na+]>C1COCC1>[C:1]([N:9]1[C:26](=[O:27])[CH2:25][CH2:24][C@@:23]2([CH3:28])[C:10]1=[CH:11][CH2:12][C@@H:13]1[C@@H:22]2[CH2:21][CH2:20][C@@:18]2([CH3:19])[C@H:14]1[CH2:15][CH2:16][C@@H:17]2[OH:29])(=[O:8])[C:2]1[CH:7]=[CH:6][CH:5]=[CH:4][CH:3]=1 |f:2.3|. Procedure details: To the product of Step A, above, (2.0 g) in THF (80 ml) in a polyethylene bottle was added hydrofluoric acid (2.0 ml) dropwise. The mixture was sitrred at room temperature until the reaction was complete. The mixture was neutralized with saturated sodium bicarbonate solution until slightly alkaline. The mixture was concentrated, and extracted with methylene chloride. The organic layer was dried (Na2SO4), and concentrated to a residue which was purified via flash silica gel column chromatography ...